This data is from the Open Reaction Database (ORD), a public repository of structured organic reaction records. The task is: describe an organic reaction: reactants, conditions, products, and yield The reactants are C(C)(=O)N(C(OCC1=CC=C(C=C1)OCCCCCCCCCCCCCC)=O)CC1=NC=CC=C1 ([4-(Tetradecyloxy)phenyl]methyl acetyl(2-pyridinylmethyl)carbamate), CI (methyl iodide). Conditions: temperature 100 celsius. Product: [I-].C(C)(=O)N(C(=O)OCC1=CC=C(C=C1)OCCCCCCCCCCCCCC)CC1=[N+](C=CC=C1)C (2-[[Acetyl[[[4-(tetradecyloxy)phenyl]methoxy]carbonyl]amino]methyl]-1-methylpyridinium iodide). Isolated yield 93.7%. Reaction SMILES: [C:1]([N:4]([CH2:30][C:31]1[CH:36]=[CH:35][CH:34]=[CH:33][N:32]=1)[C:5](=[O:29])[O:6][CH2:7][C:8]1[CH:13]=[CH:12][C:11]([O:14][CH2:15][CH2:16][CH2:17][CH2:18][CH2:19][CH2:20][CH2:21][CH2:22][CH2:23][CH2:24][CH2:25][CH2:26][CH2:27][CH3:28])=[CH:10][CH:9]=1)(=[O:3])[CH3:2].[CH3:37][I:38]>>[I-:38].[C:1]([N:4]([CH2:30][C:31]1[CH:36]=[CH:35][CH:34]=[CH:33][N+:32]=1[CH3:37])[C:5]([O:6][CH2:7][C:8]1[CH:9]=[CH:10][C:11]([O:14][CH2:15][CH2:16][CH2:17][CH2:18][CH2:19][CH2:20][CH2:21][CH2:22][CH2:23][CH2:24][CH2:25][CH2:26][CH2:27][CH3:28])=[CH:12][CH:13]=1)=[O:29])(=[O:3])[CH3:2] |f:2.3|. Reported procedure: A mixture of 1.37 g of product from Example 96 and 19.55 g of methyl iodide is heated in a sealed tube at 100° C. for 5 hours. The reaction is concentrated in vacuo and the residue recrystallized from methyl alcohol to give 1.65 g of the desired product. Reactants: COC(C)(C)C, COc1cc(OC)c2c(C)c(CCOS(C)(=O)=O)c(=O)oc2c1, CC(C)O, c1ccc(N2CCNCC2)cc1. Yields the product COc1cc(OC)c2c(C)c(CCN3CCN(c4ccccc4)CC3)c(=O)oc2c1. Reaction SMILES: [C:40]([O:41][CH3:42])([CH3:43])([CH3:44])[CH3:45].[CH3:1][S:2]([O:3][CH2:6][CH2:7][c:8]1[c:9](=[O:23])[o:10][c:11]2[c:12]([c:13]1[CH3:14])[c:15]([O:21][CH3:22])[cH:16][c:17]([O:19][CH3:20])[cH:18]2)(=[O:4])=[O:5].[CH:36]([OH:37])([CH3:38])[CH3:39].[c:24]1([N:30]2[CH2:31][CH2:32][NH:33][CH2:34][CH2:35]2)[cH:25][cH:26][cH:27][cH:28][cH:29]1>>[CH2:6]([CH2:7][c:8]1[c:9](=[O:23])[o:10][c:11]2[c:12]([c:13]1[CH3:14])[c:15]([O:21][CH3:22])[cH:16][c:17]([O:19][CH3:20])[cH:18]2)[N:33]1[CH2:32][CH2:31][N:30]([c:24]2[cH:25][cH:26][cH:27][cH:28][cH:29]2)[CH2:35][CH2:34]1. The reactants are OC(CC[C@H]1[C@H](CN(CC1)CCSC=1SC=CC1)C(=O)OC)C1=CC=NC2=CC=C(C=C12)OC (methyl (3R,4R)-4-[3-(R,S)-hydroxy-3-(6-methoxyquinolin-4-yl)propyl]-1-[2-(2-thienylthio)ethyl]piperidine-3-carboxylate), [OH-].[Na+] (sodium hydroxide), Cl (hydrochloric acid). Solvent: CO (methanol). Run at temperature 60 celsius, time 20 hour. Yields the product Cl.Cl.OC(CC[C@H]1[C@H](CN(CC1)CCSC=1SC=CC1)C(=O)O)C1=CC=NC2=CC=C(C=C12)OC ((3R,4R)-4-[3-(R,S)-hydroxy-3-(6-methoxyquinolin-4-yl)propyl]-1-[2-(2-thienylthio)ethyl]piperidine-3-carboxylic acid dihydrochloride). As a reaction SMILES: [OH:1][CH:2]([C:23]1[C:32]2[C:27](=[CH:28][CH:29]=[C:30]([O:33][CH3:34])[CH:31]=2)[N:26]=[CH:25][CH:24]=1)[CH2:3][CH2:4][C@@H:5]1[CH2:10][CH2:9][N:8]([CH2:11][CH2:12][S:13][C:14]2[S:15][CH:16]=[CH:17][CH:18]=2)[CH2:7][C@@H:6]1[C:19]([O:21]C)=[O:20].[OH-].[Na+].[ClH:37]>CO>[ClH:37].[ClH:37].[OH:1][CH:2]([C:23]1[C:32]2[C:27](=[CH:28][CH:29]=[C:30]([O:33][CH3:34])[CH:31]=2)[N:26]=[CH:25][CH:24]=1)[CH2:3][CH2:4][C@@H:5]1[CH2:10][CH2:9][N:8]([CH2:11][CH2:12][S:13][C:14]2[S:15][CH:16]=[CH:17][CH:18]=2)[CH2:7][C@@H:6]1[C:19]([OH:21])=[O:20] |f:1.2,5.6.7|. Procedure details: A mixture of 0.45 g of methyl (3R,4R)-4-[3-(R,S)-hydroxy-3-(6-methoxyquinolin-4-yl)propyl]-1-[2-(2-thienylthio)ethyl]piperidine-3-carboxylate, 3.5 cm3 of methanol, and 0.54 cm3 of 5N aqueous sodium hydroxide was heated with stirring at a temperature in the region of 60° C. for 20 hours. After evaporating the solvents under reduced pressure (5 kPa) at a temperature in the region of 40° C., the residue obtained was taken up in 3 cm3 of a 6N aqueous hydrochloric acid solution. The solution was evap... Yields the product FC(F)(F)CC1(C(F)(F)F)Oc2ccccc2O1. Reaction SMILES: [CH3:22][N:23]([CH3:24])[CH:25]=[O:26].[Cl:11][C:12]([C:13]([F:14])([F:15])[F:16])=[CH:17][C:18]([F:19])([F:20])[F:21].[Na+:10].[OH-:9].[c:1]1([OH:2])[c:3]([OH:4])[cH:5][cH:6][cH:7][cH:8]1>>[c:1]12[c:3]([cH:5][cH:6][cH:7][cH:8]1)[O:4][C:17]([CH2:12][C:13]([F:14])([F:15])[F:16])([C:18]([F:19])([F:20])[F:21])[O:2]2. Reactants: CN(C)C=O, FC(F)(F)C=C(Cl)C(F)(F)F, [Na+], [OH-], Oc1ccccc1O. Starting materials: NCC(O)C1=CC(=C(C(=C1)C)OCOC)C (2-amino-1-(3,5-dimethyl-4-methoxymethoxyphenyl)ethanol), solution, Cl (hydrogen chloride). The solvent is O1CCOCC1 (dioxane). Yields the product Cl.NCC(O)C1=CC(=C(C(=C1)C)O)C (2-Amino-1-(3.5-dimethyl-4-hydroxyphenyl)ethanol hydrochloride). As a reaction SMILES: [NH2:1][CH2:2][CH:3]([C:5]1[CH:10]=[C:9]([CH3:11])[C:8]([O:12]COC)=[C:7]([CH3:16])[CH:6]=1)[OH:4].[ClH:17]>O1CCOCC1>[ClH:17].[NH2:1][CH2:2][CH:3]([C:5]1[CH:6]=[C:7]([CH3:16])[C:8]([OH:12])=[C:9]([CH3:11])[CH:10]=1)[OH:4] |f:3.4|. Reported procedure: A solution of 10.55 g of 2-amino-1-(3,5-dimethyl-4-methoxymethoxyphenyl)ethanol [prepared as described in step (b), above] in 200 ml of a 4N solution of hydrogen chloride in dioxane was stirred at room temperature for 18 hours. The solvent was then removed by distillation under reduced pressure, to give 10.45 g of the title compound, melting at between 170° C. and 172° C. Reactants: CN1C(=O)CCCc2cc([N+](=O)[O-])ccc21, CCO, NN, O. Product: CN1C(=O)CCCc2cc(N)ccc21. RXN SMILES: [CH3:1][N:2]1[c:3]2[c:4]([cH:10][c:11]([N+:14]([O-:15])=[O:16])[cH:12][cH:13]2)[CH2:5][CH2:6][CH2:7][C:8]1=[O:9].[CH3:20][CH2:21][OH:22].[NH2:18][NH2:19].[OH2:17]>>[CH3:1][N:2]1[c:3]2[c:4]([cH:10][c:11]([NH2:14])[cH:12][cH:13]2)[CH2:5][CH2:6][CH2:7][C:8]1=[O:9]. Starting materials: FC(C1=CC=C(C=C1)S(=O)(=O)Cl)(F)F (4-trifluoromethylbenzenesulfonyl chloride), [Cl-].C1(=CC=CC=C1)[S+](C1=CC=CC=C1)C1=CC=CC=C1 (triphenylsulfonium chloride), ClCCl (dichloromethane), C([O-])([O-])=O.[Na+].[Na+] (sodium carbonate). The solvent is O (water). Run at time 30 minute. Yields the product FC(C1=CC=C(C=C1)S(=O)(=O)[O-])(F)F.C1(=CC=CC=C1)[S+](C1=CC=CC=C1)C1=CC=CC=C1 (triphenylsulfonium 4 -trifluoromethylbenzenesulfonate), glass. RXN SMILES: [F:1][C:2]([F:14])([F:13])[C:3]1[CH:8]=[CH:7][C:6]([S:9](Cl)(=[O:11])=[O:10])=[CH:5][CH:4]=1.C(=O)([O-])[O-:16].[Na+].[Na+].[Cl-].[C:22]1([S+:28]([C:35]2[CH:40]=[CH:39][CH:38]=[CH:37][CH:36]=2)[C:29]2[CH:34]=[CH:33][CH:32]=[CH:31][CH:30]=2)[CH:27]=[CH:26][CH:25]=[CH:24][CH:23]=1.ClCCl>O>[F:1][C:2]([F:14])([F:13])[C:3]1[CH:8]=[CH:7][C:6]([S:9]([O-:16])(=[O:11])=[O:10])=[CH:5][CH:4]=1.[C:35]1([S+:28]([C:22]2[CH:23]=[CH:24][CH:25]=[CH:26][CH:27]=2)[C:29]2[CH:34]=[CH:33][CH:32]=[CH:31][CH:30]=2)[CH:36]=[CH:37][CH:38]=[CH:39][CH:40]=1 |f:1.2.3,4.5,8.9|. Reported procedure: A suspension of 4-trifluoromethylbenzenesulfonyl chloride (20.53 g, 83.9 mmol) in water (150 ml) containing sodium carbonate (9.43 g, 88.10 mmol) was heated at reflux for 22 hours. After cooling to room temperature, triphenylsulfonium chloride (50% aqueous solution, 50.00 g) was added over 15 minutes. After stirring the biphasic mixture for 30 minutes, dichloromethane (300 ml) was added and the mixture stirred at room temperature for 20 hours. The layers were separated and the organic layer wash...